From a dataset of the Open Reaction Database (ORD), a public repository of structured organic reaction records. describe an organic reaction: reactants, conditions, products, and yield Starting materials: amine, amine, ClC1=NC=C(C=C1Cl)S(=O)(=O)Cl (2,3-dichloropyridine-5-sulfonyl chloride), NC1=CC(=C(C2=CC=CC=C12)O)C(=O)N(CCCCCCCCCCCCCCCCCC)CCCCCCCCCCCCCCCCCC (4-amino-1-hydroxy-N,N-dioctadecyl-2-naphthamide), N1=CC=CC=C1 (pyridine), S(=O)(=O)(Cl)Cl (sulfonyl chloride), N1=CC=CC=C1 (pyridine). Solvent: O1CCCC1 (THF), O1CCCC1 (tetrahydrofuran). Reaction conditions: time 2 hour. Yields the product ClC1=NC=C(C=C1Cl)S(=O)(=O)NC1=CC(=C(C2=CC=CC=C12)O)C(=O)N(CCCCCCCCCCCCCCCCCC)CCCCCCCCCCCCCCCCCC (4-(2,3-Dichloro-5-pyridinesulfonamido)-1-hydroxy-N,N-dioctadecyl-2-naphthamide). Isolated yield 88.1%. As a reaction SMILES: [NH2:1][C:2]1[C:11]2[C:6](=[CH:7][CH:8]=[CH:9][CH:10]=2)[C:5]([OH:12])=[C:4]([C:13]([N:15]([CH2:34][CH2:35][CH2:36][CH2:37][CH2:38][CH2:39][CH2:40][CH2:41][CH2:42][CH2:43][CH2:44][CH2:45][CH2:46][CH2:47][CH2:48][CH2:49][CH2:50][CH3:51])[CH2:16][CH2:17][CH2:18][CH2:19][CH2:20][CH2:21][CH2:22][CH2:23][CH2:24][CH2:25][CH2:26][CH2:27][CH2:28][CH2:29][CH2:30][CH2:31][CH2:32][CH3:33])=[O:14])[CH:3]=1.N1C=CC=CC=1.[Cl:58][C:59]1[C:64]([Cl:65])=[CH:63][C:62]([S:66](Cl)(=[O:68])=[O:67])=[CH:61][N:60]=1.S(Cl)(Cl)(=O)=O>O1CCCC1>[Cl:58][C:59]1[C:64]([Cl:65])=[CH:63][C:62]([S:66]([NH:1][C:2]2[C:11]3[C:6](=[CH:7][CH:8]=[CH:9][CH:10]=3)[C:5]([OH:12])=[C:4]([C:13]([N:15]([CH2:34][CH2:35][CH2:36][CH2:37][CH2:38][CH2:39][CH2:40][CH2:41][CH2:42][CH2:43][CH2:44][CH2:45][CH2:46][CH2:47][CH2:48][CH2:49][CH2:50][CH3:51])[CH2:16][CH2:17][CH2:18][CH2:19][CH2:20][CH2:21][CH2:22][CH2:23][CH2:24][CH2:25][CH2:26][CH2:27][CH2:28][CH2:29][CH2:30][CH2:31][CH2:32][CH3:33])=[O:14])[CH:3]=2)(=[O:68])=[O:67])=[CH:61][N:60]=1. Procedure details: A solution of 22.5 g (0.0318 mole) 4-amino-1-hydroxy-N,N-dioctadecyl-2-naphthamide and 4.0 g (0.5 mole) pyridine in 300 ml tetrahydrofuran (THF) under nitrogen was stirred at room temperature and a solution of 9.0 g (0.036 mole) 2,3-dichloropyridine-5-sulfonyl chloride in 50 ml THF was added. The mixture was stirred 2 hours at room temperature. A thin-layer Chromogram on silica gel sheets indicated unreacted amine, so an additional 1.0 g of the sulfonyl chloride was added followed by 0.5 ml pyri...